This data is from the Open Reaction Database (ORD), a public repository of structured organic reaction records. The task is: describe an organic reaction: reactants, conditions, products, and yield The reactants are BrCCBr, CCOC(C)=O, COCCOC, O=C(Cl)c1ccc(=O)n(-c2c(Cl)cccc2Cl)c1, Fc1ccc(CBr)c(Cl)c1, Cl, [Pd], [Zn], c1ccc(P(c2ccccc2)c2ccccc2)cc1, c1ccc(P(c2ccccc2)c2ccccc2)cc1, c1ccc(P(c2ccccc2)c2ccccc2)cc1, c1ccc(P(c2ccccc2)c2ccccc2)cc1. Product: O=C(Cc1ccc(F)cc1Cl)c1ccc(=O)n(-c2c(Cl)cccc2Cl)c1. Reaction SMILES: [Br:1][CH2:2][CH2:3][Br:4].[CH3:112][CH2:113][O:114][C:115](=[O:116])[CH3:117].[CH3:118][O:119][CH2:120][CH2:121][O:122][CH3:123].[Cl:15][c:16]1[c:17](-[n:23]2[cH:24][c:25]([C:30](=[O:31])[Cl:32])[cH:26][cH:27][c:28]2=[O:29])[c:18]([Cl:22])[cH:19][cH:20][cH:21]1.[Cl:5][c:6]1[c:7]([CH2:8][Br:9])[cH:10][cH:11][c:12]([F:14])[cH:13]1.[ClH:33].[Pd:35].[Zn:34].[c:36]1([P:37]([c:38]2[cH:39][cH:40][cH:41][cH:42][cH:43]2)[c:44]2[cH:45][cH:46][cH:47][cH:48][cH:49]2)[cH:50][cH:51][cH:52][cH:53][cH:54]1.[c:55]1([P:56]([c:57]2[cH:58][cH:59][cH:60][cH:61][cH:62]2)[c:63]2[cH:64][cH:65][cH:66][cH:67][cH:68]2)[cH:69][cH:70][cH:71][cH:72][cH:73]1.[c:74]1([P:75]([c:76]2[cH:77][cH:78][cH:79][cH:80][cH:81]2)[c:82]2[cH:83][cH:84][cH:85][cH:86][cH:87]2)[cH:88][cH:89][cH:90][cH:91][cH:92]1.[c:93]1([P:94]([c:95]2[cH:96][cH:97][cH:98][cH:99][cH:100]2)[c:101]2[cH:102][cH:103][cH:104][cH:105][cH:106]2)[cH:107][cH:108][cH:109][cH:110][cH:111]1>>[Cl:5][c:6]1[c:7]([CH2:8][C:30]([c:25]2[cH:24][n:23](-[c:17]3[c:16]([Cl:15])[cH:21][cH:20][cH:19][c:18]3[Cl:22])[c:28](=[O:29])[cH:27][cH:26]2)=[O:31])[cH:10][cH:11][c:12]([F:14])[cH:13]1. The reactants are CC(C)(C)n1cc2c(n1)c(=O)[nH]c1ccccc12, [Li]CCCC, CN(C)CCN(C)C, CCOC(C)=O, CO, CC(C)(C)OC(=O)N1CCC(CCI)CC1, C1CCOC1. The product is CC(C)(C)OC(=O)N1CCC(CCc2c3c(nn2C(C)(C)C)c(=O)[nH]c2ccccc23)CC1. RXN SMILES: [C:1]([CH3:2])([CH3:3])([CH3:4])[n:5]1[n:6][c:7]2[c:8](=[O:18])[nH:9][c:10]3[cH:11][cH:12][cH:13][cH:14][c:15]3[c:16]2[cH:17]1.[CH2:27]([Li:28])[CH2:29][CH2:30][CH3:31].[CH3:19][N:20]([CH3:21])[CH2:22][CH2:23][N:24]([CH3:25])[CH3:26].[CH3:48][CH2:49][O:50][C:51](=[O:52])[CH3:53].[CH3:54][OH:55].[I:32][CH2:33][CH2:34][CH:35]1[CH2:36][CH2:37][N:38]([C:41](=[O:42])[O:43][C:44]([CH3:45])([CH3:46])[CH3:47])[CH2:39][CH2:40]1.[O:56]1[CH2:57][CH2:58][CH2:59][CH2:60]1>>[C:1]([CH3:2])([CH3:3])([CH3:4])[n:5]1[n:6][c:7]2[c:8](=[O:18])[nH:9][c:10]3[cH:11][cH:12][cH:13][cH:14][c:15]3[c:16]2[c:17]1[CH2:33][CH2:34][CH:35]1[CH2:36][CH2:37][N:38]([C:41](=[O:42])[O:43][C:44]([CH3:45])([CH3:46])[CH3:47])[CH2:39][CH2:40]1.